From a dataset of the Open Reaction Database (ORD), a public repository of structured organic reaction records. describe an organic reaction: reactants, conditions, products, and yield Reactants: [OH-] (hydroxide), S(=O)(=O)([O-])[O-].[NH4+].[NH4+] (ammonium sulfate), [O-2].[Mg+2] (magnesium oxide). Solvent: O (water). Yields the product N (NH3), O.O.O.O.O.O.O.S(=O)(=O)([O-])[O-].[Mg+2] (magnesium sulfate heptahydrate). RXN SMILES: [S:1]([O-:5])([O-:4])(=[O:3])=[O:2].[NH4+:6].[NH4+].[O-2:8].[Mg+2:9].[OH-]>O>[NH3:6].[OH2:2].[OH2:8].[OH2:2].[OH2:2].[OH2:2].[OH2:2].[OH2:2].[S:1]([O-:5])([O-:4])(=[O:3])=[O:2].[Mg+2:9] |f:0.1.2,3.4,8.9.10.11.12.13.14.15.16|. Procedure: reacting ammonium sulfate with magnesium oxide or hydroxide at a temperature of not more than 200° C. to form NH3, water and magnesium sulfate heptahydrate or an aqueous solution or slurry containing magnesium sulfate in a concentration of at least 15% by weight; recovering NH3 ; Reactants: C(C)[C@@H]1CC[C@H](CC1)CCC1=CC=C(C=C1)C=1N=NC(=CC1)Cl (3-(4-(2-(trans-4-ethylcyclohexyl)ethyl)phenyl)-6-chloropyridazine), C(CCCCCC)O (n-heptanol), [H-].[Na+] (sodium hydride). The solvent is C1(=CC=CC=C1)C (toluene), O (water), C1(=CC=CC=C1)C (toluene), C1(=CC=CC=C1)C (toluene). Run at time 30 minute. The product is C(C)[C@@H]1CC[C@H](CC1)CCC1=CC=C(C=C1)C=1N=NC(=CC1)OCCCCCCC (3-(4-(2-(trans-4-ethylcyclohexyl)ethyl)phenyl)-6-heptyloxypyridazine). Isolated yield 59.6%. RXN SMILES: [CH2:1]([OH:8])[CH2:2][CH2:3][CH2:4][CH2:5][CH2:6][CH3:7].[H-].[Na+].[CH2:11]([C@H:13]1[CH2:18][CH2:17][C@H:16]([CH2:19][CH2:20][C:21]2[CH:26]=[CH:25][C:24]([C:27]3[N:28]=[N:29][C:30](Cl)=[CH:31][CH:32]=3)=[CH:23][CH:22]=2)[CH2:15][CH2:14]1)[CH3:12]>C1(C)C=CC=CC=1.O>[CH2:11]([C@H:13]1[CH2:18][CH2:17][C@H:16]([CH2:19][CH2:20][C:21]2[CH:26]=[CH:25][C:24]([C:27]3[N:28]=[N:29][C:30]([O:8][CH2:1][CH2:2][CH2:3][CH2:4][CH2:5][CH2:6][CH3:7])=[CH:31][CH:32]=3)=[CH:23][CH:22]=2)[CH2:15][CH2:14]1)[CH3:12] |f:1.2|. Reported procedure: A solution of n-heptanol (3.5 g) in toluene (50 ml) was dropwise added to a suspension of sodium hydride (about 55%) (1.5 g) in toluene (50 ml). The mixture was agitated for 30 minutes, dropwise adding a solution of 3-(4-(2-(trans-4-ethylcyclohexyl)ethyl)phenyl)-6-chloropyridazine (5 g) obtained above, in toluene (100 ml), heating the mixture under reflux for 3 hours. The reaction solution was poured in water. The resulting organic layer was washed with water until the organic layer became neutr... Reactants: C(C)(C)(C)C=1C=C(C2=C(C(C(O2)=O)O)C1)C(C)(C)C (5,7-di-tert-butyl-3-hydroxy-3H-benzofuran-2-one), 22B, C(C)(C)(C)C=1C=C(C2=C(C(C(O2)=O)O)C1)C(C)(C)C (5,7-di-tert-butyl-3-hydroxy-3H-benzofuran-2-one), C(C)C1=CC=CC=C1 (ethyl benzene). Solvent: O (water). Product: C(C)C1=CC=C(C=C1)C1C(OC2=C1C=CC=C2)=O (3-(4-ethylphenyl)-3H-benzofuran-2-one), C(C)(C)(C)C=1C=C(C2=C(C(C(O2)=O)C2=CC(=CC=C2)CC)C1)C(C)(C)C (5,7-di-tert-butyl-3-(3-ethylphenyl)-3H-benzofuran-2-one), C(C)(C)(C)C=1C=C(C2=C(C(C(O2)=O)C2=C(C=CC=C2)CC)C1)C(C)(C)C (5,7-di-tert-butyl-3-(2-ethylphenyl)3H-benzofuran-2-one), compound ( 105B ). The yield is 1.3%. Reaction SMILES: [C:1]([C:5]1[CH:6]=[C:7]([C:16]([CH3:19])([CH3:18])[CH3:17])[C:8]2[O:12][C:11](=[O:13])[CH:10](O)[C:9]=2[CH:15]=1)([CH3:4])([CH3:3])[CH3:2].[CH2:20]([C:22]1[CH:27]=[CH:26][CH:25]=[CH:24][CH:23]=1)[CH3:21]>O>[CH2:20]([C:22]1[CH:27]=[CH:26][C:25]([CH:10]2[C:9]3[CH:15]=[CH:5][CH:6]=[CH:7][C:8]=3[O:12][C:11]2=[O:13])=[CH:24][CH:23]=1)[CH3:21].[C:1]([C:5]1[CH:6]=[C:7]([C:16]([CH3:19])([CH3:17])[CH3:18])[C:8]2[O:12][C:11](=[O:13])[CH:10]([C:24]3[CH:25]=[CH:26][CH:27]=[C:22]([CH2:20][CH3:21])[CH:23]=3)[C:9]=2[CH:15]=1)([CH3:2])([CH3:3])[CH3:4].[C:16]([C:7]1[CH:6]=[C:5]([C:1]([CH3:2])([CH3:4])[CH3:3])[C:15]2[O:12][C:11](=[O:13])[CH:10]([C:23]3[CH:24]=[CH:25][CH:26]=[CH:27][C:22]=3[CH2:20][CH3:21])[C:9]=2[CH:8]=1)([CH3:19])([CH3:18])[CH3:17]. Reported procedure: To a solution of 262.3 g (1.00 mol) of 5,7-di-tert-butyl-3-hydroxy-3H-benzofuran-2-one (compound (201), Table 2, Example la) in 500 ml (4.08 mol) of ethyl benzene are added 40 g of Fulcat 22B and the mixture is refluxed for 1.5 hours on a water separator. The Fulcat 22B catalyst is then removed by filtration and excess ethyl benzene is removed by distillation on a vacuum rotary evaporator. GC-MS analysis shows the residue to consist of a mixture of 59.2% of the para-isomer (compound (105). Table... Yield: 37.0%. RXN SMILES: C1(C)C(C)=CC=CC=1.[CH2:9]([C@H:12]1[CH2:17][CH2:16][C@H:15]([C@H:18]2[CH2:23][CH2:22][C@H:21]([CH2:24][CH2:25][CH2:26]O)[CH2:20][CH2:19]2)[CH2:14][CH2:13]1)[CH2:10][CH3:11].[BrH:28]>O>[Br:28][CH2:26][CH2:25][CH2:24][C@H:21]1[CH2:20][CH2:19][C@H:18]([C@H:15]2[CH2:14][CH2:13][C@H:12]([CH2:9][CH2:10][CH3:11])[CH2:17][CH2:16]2)[CH2:23][CH2:22]1. Run in O (water). Yields the product BrCCC[C@@H]1CC[C@H](CC1)[C@@H]1CC[C@H](CC1)CCC (1-bromo-3-(trans-4-(trans-4-propylcyclohexyl)cyclohexyl)propane). Starting materials: C=1(C(=CC=CC1)C)C (xylene), C(CC)[C@@H]1CC[C@H](CC1)[C@@H]1CC[C@H](CC1)CCCO (3-(trans-4-(trans-4-propylcyclohexyl)cyclohexyl)propanol), Br (hydrobromic acid). Procedure details: To 350 ml of xylene were added 341 g (1280 mmol) of the crude 3-(trans-4-(trans-4-propylcyclohexyl)cyclohexyl)propanol obtained by the procedures described above and 881 g (5120 mmol) of 47% hydrobromic acid, water was removed by azeotropic distillation, and then the mixture was stirred at 150° C. for 2 hours. To the reaction mixture was added 1.0 l of toluene, and it was washed with 300 ml of saturated aqueous sodium carbonate solution twice and with 400 ml of water thrice, and then dried over ... Run at temperature 150 celsius, time 2 hour. The reactants are C(C)(C)(C)OC(=O)N[C@@H]1CN(C[C@@H]([C@@H]1N1N=NC=C1)C)C1=C(C=NC=C1)N(C(=O)OC(C)(C)C)C(=O)OC(C)(C)C (di-tert-butyl {4-[(3R,4S,5S)-3-[(tert-butoxycarbonyl)amino]-5-methyl-4-(1H-1,2,3-triazol-1-yl)piperidin-1-yl]pyridin-3-yl}imidodicarbonate), Cl (HCl), O1CCOCC1 (dioxane), CCN(C(C)C)C(C)C (DIPEA), C(C)(C)(C)OC(=O)ON1C(CCC1=O)=O (1-[(tert-butoxycarbonyl)oxy]pyrrolidine-2,5-dione). Reaction conditions: time 1 hour. The product is NC=1C=NC=CC1N1C[C@H]([C@H]([C@H](C1)C)N1N=NC=C1)NC(OC(C)(C)C)=O (tert-Butyl [(3R,4S,5S)-1-(3-aminopyridin-4-yl)-5-methyl-4-(1H-1,2,3-triazol-1-yl)piperidin-3-yl]carbamate). The yield is 74.2%. Reaction SMILES: [C:1]([O:5][C:6]([NH:8][C@H:9]1[C@@H:14]([N:15]2[CH:19]=[CH:18][N:17]=[N:16]2)[C@@H:13]([CH3:20])[CH2:12][N:11]([C:21]2[CH:26]=[CH:25][N:24]=[CH:23][C:22]=2[N:27](C(OC(C)(C)C)=O)C(OC(C)(C)C)=O)[CH2:10]1)=[O:7])([CH3:4])([CH3:3])[CH3:2].Cl.O1CCOCC1.CCN(C(C)C)C(C)C.C(OC(ON1C(=O)CCC1=O)=O)(C)(C)C>>[NH2:27][C:22]1[CH:23]=[N:24][CH:25]=[CH:26][C:21]=1[N:11]1[CH2:12][C@H:13]([CH3:20])[C@H:14]([N:15]2[CH:19]=[CH:18][N:17]=[N:16]2)[C@H:9]([NH:8][C:6](=[O:7])[O:5][C:1]([CH3:4])([CH3:3])[CH3:2])[CH2:10]1. Reported procedure: To di-tert-butyl {4-[(3R,4S,5S)-3-[(tert-butoxycarbonyl)amino]-5-methyl-4-(1H-1,2,3-triazol-1-yl)piperidin-1-yl]pyridin-3-yl}imidodicarbonate (77 mg, 0.13 mmol), 4.0 M HCl in dioxane (1.0 mL, 4.0 mmol) was added. After 1 h, the volatile solvents were removed under reduced pressure then the residue (HCl salt) was dried under high vacuum for 20 min. The residue was dissolved in DCM (0.9 mL) at 0° C. and DIPEA (0.35 mL, 2.0 mmol) and 1-[(tert-butoxycarbonyl)oxy]pyrrolidine-2,5-dione (28.9 mg, 0.134... The reactants are NC1=C2C=C(N=CC2=CC=C1)C (5-Amino-3-methylisoquinoline), ClC1=C(C=CC(=C1)Cl)CN=C=O (2,4-dichloro-1-(isocyanatomethyl)benzene). Solvent: C1(=CC=CC=C1)C (toluene). Product: ClC1=C(CNC(=O)NC2=C3C=C(N=CC3=CC=C2)C)C=CC(=C1)Cl (N-(2,4-dichlorobenzyl)-N′-(3-methyl-5-isoquinolinyl)urea). RXN SMILES: [NH2:1][C:2]1[CH:11]=[CH:10][CH:9]=[C:8]2[C:3]=1[CH:4]=[C:5]([CH3:12])[N:6]=[CH:7]2.[Cl:13][C:14]1[CH:19]=[C:18]([Cl:20])[CH:17]=[CH:16][C:15]=1[CH2:21][N:22]=[C:23]=[O:24]>C1(C)C=CC=CC=1>[Cl:13][C:14]1[CH:19]=[C:18]([Cl:20])[CH:17]=[CH:16][C:15]=1[CH2:21][NH:22][C:23]([NH:1][C:2]1[CH:11]=[CH:10][CH:9]=[C:8]2[C:3]=1[CH:4]=[C:5]([CH3:12])[N:6]=[CH:7]2)=[O:24]. Reported procedure: 5-Amino-3-methylisoquinoline (390 mg, 2.47 mmol) and the product from Example 195A (0.36 mL, 2.47 mmol) were heated in toluene (10 mL) at 80° for 2.5 hours. Upon cooling to room temperature, a precipitate formed, which was collected by filtration, washed with toluene, and air-dried. Remaining impurities were removed by slurrying the solid in 9:1 CH2Cl2:CH3OH and then filtering the mixture to provide the title compound. The corresponding hydrochloride salt was formed by treatment of the free base...